Dataset: the Open Reaction Database (ORD), a public repository of structured organic reaction records. Task: describe an organic reaction: reactants, conditions, products, and yield Starting materials: CCO, [H][H], O=C1CCc2ccc([N+](=O)[O-])cc21. Product: Nc1ccc2c(c1)C(=O)CC2. RXN SMILES: [CH3:16][CH2:17][OH:18].[H:14][H:15].[N+:1]([O-:2])(=[O:3])[c:4]1[cH:5][cH:6][c:7]2[c:11]([cH:12]1)[C:10](=[O:13])[CH2:9][CH2:8]2>>[NH2:1][c:4]1[cH:5][cH:6][c:7]2[c:11]([cH:12]1)[C:10](=[O:13])[CH2:9][CH2:8]2. The reactants are C=CC(C)(C)C, ClCCl, CC1=CC(=O)CC(C)(C)C1. Product: CC1(C)CC(=O)C2C(C(C)(C)C)CC2(C)C1. RXN SMILES: [CH3:11][C:12]([CH:13]=[CH2:14])([CH3:15])[CH3:16].[Cl:17][CH2:18][Cl:19].[O:1]=[C:2]1[CH:3]=[C:4]([CH3:10])[CH2:5][C:6]([CH3:7])([CH3:8])[CH2:9]1>>[O:1]=[C:2]1[CH:3]2[C:4]([CH3:10])([CH2:5][C:6]([CH3:7])([CH3:8])[CH2:9]1)[CH2:14][CH:13]2[C:12]([CH3:11])([CH3:15])[CH3:16]. Reactants: C(C)(C)(C)[C@@H]1O[C@@](C(O1)=O)(C1=CC=CC=C1)[C@H]1CC(CC1)=O ((2R,5R)-2-(t-butyl)-5-[(1R)-3-oxocyclopentyl]-5-phenyl-1,3-dioxolan-4-one). Solvent: CO (methanol), [OH-].[Na+] (sodium hydroxide). Reaction conditions: time 3 hour. The product is O=C1C[C@@H](CC1)[C@](C(=O)O)(C1=CC=CC=C1)O ((2R)-[(1R)-3-oxocyclopentyl]-2-hydroxy-2-phenylacetic acid). Isolated yield 101.6%. As a reaction SMILES: C([C@H]1[O:9][C:8](=[O:10])[C@@:7]([C@@H:17]2[CH2:21][CH2:20][C:19](=[O:22])[CH2:18]2)([C:11]2[CH:16]=[CH:15][CH:14]=[CH:13][CH:12]=2)[O:6]1)(C)(C)C>CO.[OH-].[Na+]>[O:22]=[C:19]1[CH2:20][CH2:21][C@@H:17]([C@@:7]([OH:6])([C:11]2[CH:12]=[CH:13][CH:14]=[CH:15][CH:16]=2)[C:8]([OH:10])=[O:9])[CH2:18]1 |f:2.3|. Procedure details: To a solution of 61 mg of (2R,5R)-2-(t-butyl)-5-[(1R)-3-oxocyclopentyl]-5-phenyl-1,3-dioxolan-4-one in 3 ml of methanol, 1 ml of 1N aqueous sodium hydroxide solution was added, followed by stirring for 3 hours at room temperature. Distilling the methanol off under reduced pressure, the residue was diluted with water and washed with diethyl ether. The aqueous layer was made acidic with 1N hydrochloric acid and extracted with diethyl ether. The organic layer was dried over anhydrous magnesium sulf... The reactants are NCCC1=CNC2=CC=C(C=C12)C(=O)O (3-(2-amino-ethyl)-1H-indole-5-carboxylic acid), ClC(=O)OCC1=CC=CC=C1 (benzyl chloroformate). Run in [OH-].[Na+] (sodium hydroxide), [OH-].[Na+] (sodium hydroxide), [OH-].[Na+] (sodium hydroxide). Conditions: time 1.25 hour. Product: C1(=CC=CC=C1)COC(=O)NCCC1=CNC2=CC=C(C=C12)C(=O)O (3-[2-[[(Phenylmethoxy)carbonyl]amino]ethyl]-1H-indole-5carboxylic acid). As a reaction SMILES: [NH2:1][CH2:2][CH2:3][C:4]1[C:12]2[C:7](=[CH:8][CH:9]=[C:10]([C:13]([OH:15])=[O:14])[CH:11]=2)[NH:6][CH:5]=1.Cl[C:17]([O:19][CH2:20][C:21]1[CH:26]=[CH:25][CH:24]=[CH:23][CH:22]=1)=[O:18]>[OH-].[Na+]>[C:21]1([CH2:20][O:19][C:17]([NH:1][CH2:2][CH2:3][C:4]2[C:12]3[C:7](=[CH:8][CH:9]=[C:10]([C:13]([OH:15])=[O:14])[CH:11]=3)[NH:6][CH:5]=2)=[O:18])[CH:26]=[CH:25][CH:24]=[CH:23][CH:22]=1 |f:2.3|. Procedure details: A vigorously stirred solution of 3-(2-amino-ethyl)-1H-indole-5-carboxylic acid (50 g) in aqueous sodium hydroxide (1 M, 450 ml) was cooled in an icebath and benzyl chloroformate (60 ml) and aqueous sodium hydroxide (1 M, 430 ml) were added simultaneously dropwise over a period of 1 hour so as to maintain the pH >10. The reaction mixture was stirred at ca 5° C. for 1.25 hour then a further portion of aqueous sodium hydroxide (1 M, 130 ml) was added. After a further 2 hour. the reaction mixture wa... The reactants are CCOC(=O)Nc1nc(NC2CCCCC2NC(=O)OC(C)(C)C)c2cc(OC)ccc2n1, CO, [Cl-], [K+], [NH4+], [OH-]. Yields the product COc1ccc2nc(N)nc(NC3CCCCC3NC(=O)OC(C)(C)C)c2c1. RXN SMILES: [C:1]([CH3:2])([CH3:3])([CH3:4])[O:5][C:6](=[O:7])[NH:8][CH:9]1[CH:10]([NH:15][c:16]2[n:17][c:18]([NH:28][C:29]([O:30][CH2:31][CH3:32])=[O:33])[n:19][c:20]3[cH:21][cH:22][c:23]([O:26][CH3:27])[cH:24][c:25]23)[CH2:11][CH2:12][CH2:13][CH2:14]1.[CH3:38][OH:39].[Cl-:36].[K+:35].[NH4+:37].[OH-:34]>>[C:1]([CH3:2])([CH3:3])([CH3:4])[O:5][C:6](=[O:7])[NH:8][CH:9]1[CH:10]([NH:15][c:16]2[n:17][c:18]([NH2:28])[n:19][c:20]3[cH:21][cH:22][c:23]([O:26][CH3:27])[cH:24][c:25]23)[CH2:11][CH2:12][CH2:13][CH2:14]1. Reactants: NC1=NC=C(C=C1)C (2-amino-5-methylpyridine), ClC1=C(C(C2=CC=CC=C2C1=O)=O)O (3-chloro-1,4-dihydro-1,4-dioxo-2-hydroxynaphthalene). Run in COCCOC (1,2-dimethoxyethane), ClCCl (dichloromethane). Yields the product O=C1C=2C=CC=CC2C(C2=C1N=C1N2C=C(C=C1)C)=O (6,11-dihydro-6,11-dioxo-2-methyl-naphtho[2',3':4,5]imidazo[1,2-a]pyridine). Isolated yield 16.9%. RXN SMILES: [NH2:1][C:2]1[CH:7]=[CH:6][C:5]([CH3:8])=[CH:4][N:3]=1.Cl[C:10]1[C:19](=[O:20])[C:18]2[C:13](=[CH:14][CH:15]=[CH:16][CH:17]=2)[C:12](=[O:21])[C:11]=1O>COCCOC.ClCCl>[O:20]=[C:19]1[C:10]2[N:1]=[C:2]3[CH:7]=[CH:6][C:5]([CH3:8])=[CH:4][N:3]3[C:11]=2[C:12](=[O:21])[C:13]2[CH:14]=[CH:15][CH:16]=[CH:17][C:18]1=2. Reported procedure: 0.55 g (5.08 mmol) of 2-amino-5-methylpyridine is added to a suspension of 0.45 g (2.16 mmol) of 3-chloro-1,4-dihydro-1,4-dioxo-2-hydroxynaphthalene in 15 mL of 1,2-dimethoxyethane. The reaction medium is brought to reflux for 21 h. After complete cooling, it is diluted with 120 mL of dichloromethane. The organic phase is washed successively with a saturated solution of sodium hydrogen carbonate and sodium chloride, then dried on sodium sulfate and evaporated under reduced pressure. The raw prod... Starting materials: O[C@H](C)[C@@H]1[C@H]2CC(=C(N2C1=O)C(=O)[O-])C1=CC=C(C=C1)OC.[Na+] (Sodium (5R,6S)-6-[(1R)-1-hydroxyethyl]-3-(4-methoxyphenyl)-7-oxo-1-azabicyclo[3.2.0]hept-2-ene-2-carboxylate), C(C)(=O)OCC (ethyl acetate), [Cl-] (chloride), BrCOC(C)=O (bromomethylacetate). Solvent: CN(C)C=O (DMF). Yields the product O[C@H](C)[C@@H]1[C@H]2CC(=C(N2C1=O)C(=O)OCOC(C)=O)C1=CC=C(C=C1)OC ((acetyloxy)methyl (5R,6S)-6-[(1R)-1-hydroxyethyl]-3-(4-methoxyphenyl)-7-oxo-1-azabicyclo[3.2.0]hept-2-ene-2-carboxylate). The yield is 48.0%. RXN SMILES: [OH:1][C@@H:2]([C@H:4]1[C:10](=[O:11])[N:9]2[C@@H:5]1[CH2:6][C:7]([C:15]1[CH:20]=[CH:19][C:18]([O:21][CH3:22])=[CH:17][CH:16]=1)=[C:8]2[C:12]([O-:14])=[O:13])[CH3:3].[Na+].[Cl-].Br[CH2:26][O:27][C:28](=[O:30])[CH3:29].C(OCC)(=O)C>CN(C=O)C>[OH:1][C@@H:2]([C@H:4]1[C:10](=[O:11])[N:9]2[C@@H:5]1[CH2:6][C:7]([C:15]1[CH:16]=[CH:17][C:18]([O:21][CH3:22])=[CH:19][CH:20]=1)=[C:8]2[C:12]([O:14][CH2:26][O:27][C:28](=[O:30])[CH3:29])=[O:13])[CH3:3] |f:0.1|. Procedure: Sodium (5R,6S)-6-[(1R)-1-hydroxyethyl]-3-(4-methoxyphenyl)-7-oxo-1-azabicyclo[3.2.0]hept-2-ene-2-carboxylate (0.18 g) in dry DMF (3.6 ml) was ice-cooled, and thereto was added triethylbenzylammoniun chloride (0.11 g). To the mixture was gradually dropped bromomethylacetate (0.16 ml) and the mixture was gradually allowed to room temperature and stirred. Forty minutes later, thereto was added ethyl acetate, and the mixture was washed with bicarbonate solution, water and brine, successively. The or... Starting materials: [BH4-], CN(CCCCN)C(=O)OC(C)(C)C, CO, O=Cc1ncccc1F, [K+], [K+], [Na+], [Na+], O=C([O-])[O-], O=C([O-])O. Product: CN(CCCCNCc1ncccc1F)C(=O)OC(C)(C)C. Reaction SMILES: [BH4-:30].[C:1]([CH3:2])([CH3:3])([CH3:4])[O:5][C:6]([N:7]([CH3:8])[CH2:9][CH2:10][CH2:11][CH2:12][NH2:13])=[O:14].[CH3:37][OH:38].[F:15][c:16]1[c:17]([CH:22]=[O:23])[n:18][cH:19][cH:20][cH:21]1.[K+:24].[K+:25].[Na+:31].[Na+:36].[O-:26][C:27]([O-:28])=[O:29].[O-:32][C:33]([OH:34])=[O:35]>>[C:1]([CH3:2])([CH3:3])([CH3:4])[O:5][C:6]([N:7]([CH3:8])[CH2:9][CH2:10][CH2:11][CH2:12][NH:13][CH2:22][c:17]1[c:16]([F:15])[cH:21][cH:20][cH:19][n:18]1)=[O:14]. Starting materials: CCO, CCOC(=O)C(C(=O)OCC)c1ccc(N)c(F)c1, [Na+], [OH-], O. Product: CCOC(=O)Cc1ccc(N)c(F)c1. RXN SMILES: [CH3:22][CH2:23][OH:24].[NH2:1][c:2]1[c:3]([F:19])[cH:4][c:5]([CH:8]([C:9](=[O:10])[O:11][CH2:12][CH3:13])[C:14]([O:15][CH2:16][CH3:17])=[O:18])[cH:6][cH:7]1.[Na+:21].[OH-:20].[OH2:25]>>[NH2:1][c:2]1[c:3]([F:19])[cH:4][c:5]([CH2:8][C:9](=[O:10])[O:11][CH2:12][CH3:13])[cH:6][cH:7]1. Reactants: CI, CN(C)C=O, CO, C[O-], Oc1ccc(Cl)nc1, [Na+]. The product is COc1ccc(Cl)nc1. RXN SMILES: [CH3:14][I:15].[CH3:16][N:17]([CH3:18])[CH:19]=[O:20].[CH3:1][OH:2].[CH3:3][O-:4].[Cl:6][c:7]1[n:8][cH:9][c:10]([OH:13])[cH:11][cH:12]1.[Na+:5]>>[CH3:1][O:13][c:10]1[cH:9][n:8][c:7]([Cl:6])[cH:12][cH:11]1.